From a dataset of the Open Reaction Database (ORD), a public repository of structured organic reaction records. describe an organic reaction: reactants, conditions, products, and yield Starting materials: N1CCOCC1 (morpholine), BrCC([C@H]1CC[C@H]2[C@@H]3CC[C@H]4CC(CC[C@]4(C)[C@H]3C(C[C@]12C)=O)=O)=O (21-bromo-5α-pregnane-3,11,20-trione), O (water). Run in O1CCCC1 (tetrahydrofuran). Product: O1CCN(CC1)CC([C@H]1CC[C@H]2[C@@H]3CC[C@H]4CC(CC[C@]4(C)[C@H]3C(C[C@]12C)=O)=O)=O (21-Morpholino-5α-pregnane-3,11,20-trione). As a reaction SMILES: Br[CH2:2][C:3](=[O:25])[C@@H:4]1[C@:21]2([CH3:22])[C@H:7]([C@H:8]3[C@H:18]([C:19](=[O:23])[CH2:20]2)[C@:16]2([CH3:17])[C@H:11]([CH2:12][C:13](=[O:24])[CH2:14][CH2:15]2)[CH2:10][CH2:9]3)[CH2:6][CH2:5]1.[NH:26]1[CH2:31][CH2:30][O:29][CH2:28][CH2:27]1.O>O1CCCC1>[O:29]1[CH2:30][CH2:31][N:26]([CH2:2][C:3](=[O:25])[C@@H:4]2[C@:21]3([CH3:22])[C@H:7]([C@H:8]4[C@H:18]([C:19](=[O:23])[CH2:20]3)[C@:16]3([CH3:17])[C@H:11]([CH2:12][C:13](=[O:24])[CH2:14][CH2:15]3)[CH2:10][CH2:9]4)[CH2:6][CH2:5]2)[CH2:27][CH2:28]1. Reported procedure: A solution of 21-bromo-5α-pregnane-3,11,20-trione (500 mg) in dry tetrahydrofuran was treated at reflux with morpholine (0.5 ml) for 1/2 hour, and poured into water. The oily precipitate was extracted into ether and the extracts were washed with water, dried (Na2SO4) and evaporated to the crude product which was purified by preparative t.l.c. in ethyl acetate and crystallisation from ether to give the title compound (220 mg). m.p. 159°-164°C [α]D +98° (c=1.1%) Yields the product COC1=CC=C2C=CC=C(C2=C1)N1CCN(CC1)CCCC#N (4-[4-(7-Methoxy-1-naphthyl)piperazino]butyronitrile). Procedure details: This compound was prepared according to the process described in Example 1, Stage C, from 4-(7-methoxy-1-naphthyl)piperazine and 4-bromobutyronitrile. Starting materials: COC1=CC=C2C=CC=C(C2=C1)N1CCNCC1 (4-(7-methoxy-1-naphthyl)piperazine), BrCCCC#N (4-bromobutyronitrile). Reaction SMILES: [CH3:1][O:2][C:3]1[CH:12]=[C:11]2[C:6]([CH:7]=[CH:8][CH:9]=[C:10]2[N:13]2[CH2:18][CH2:17][NH:16][CH2:15][CH2:14]2)=[CH:5][CH:4]=1.Br[CH2:20][CH2:21][CH2:22][C:23]#[N:24]>>[CH3:1][O:2][C:3]1[CH:12]=[C:11]2[C:6]([CH:7]=[CH:8][CH:9]=[C:10]2[N:13]2[CH2:14][CH2:15][N:16]([CH2:20][CH2:21][CH2:22][C:23]#[N:24])[CH2:17][CH2:18]2)=[CH:5][CH:4]=1. Starting materials: Cl.NCC=1C=CC(=C(C1)C1=NN(C(N1)=O)C1=CC=C(C(=O)OC)C=C1)Cl (methyl 4-(3-(5-(aminomethyl)-2-chlorophenyl)-5-oxo-4,5-dihydro-1H-1,2,4-triazol-1-yl)benzoate hydrochloride), C1(CC1)C(=O)Cl (cyclopropane carbonyl chloride), CCN(C(C)C)C(C)C (DIPEA). The solvent is C1CCOC1 (THF). Yields the product ClC1=C(C=C(C=C1)CNC(=O)C1CC1)C1=NN(C(N1)=O)C1=CC=C(C(=O)OC)C=C1 (methyl 4-(3-(2-chloro-5-(cyclopropanecarboxamidomethyl)phenyl)-5-oxo-4,5-dihydro-1H-1,2,4-triazol-1-yl)benzoate). Yield: 93.7%. Reaction SMILES: Cl.[NH2:2][CH2:3][C:4]1[CH:5]=[CH:6][C:7]([Cl:26])=[C:8]([C:10]2[NH:14][C:13](=[O:15])[N:12]([C:16]3[CH:25]=[CH:24][C:19]([C:20]([O:22][CH3:23])=[O:21])=[CH:18][CH:17]=3)[N:11]=2)[CH:9]=1.[CH:27]1([C:30](Cl)=[O:31])[CH2:29][CH2:28]1.CCN(C(C)C)C(C)C>C1COCC1>[Cl:26][C:7]1[CH:6]=[CH:5][C:4]([CH2:3][NH:2][C:30]([CH:27]2[CH2:29][CH2:28]2)=[O:31])=[CH:9][C:8]=1[C:10]1[NH:14][C:13](=[O:15])[N:12]([C:16]2[CH:25]=[CH:24][C:19]([C:20]([O:22][CH3:23])=[O:21])=[CH:18][CH:17]=2)[N:11]=1 |f:0.1|. Procedure: The title compound was prepared by following the procedure as described for step-2 of Intermediate-30 by using methyl 4-(3-(5-(aminomethyl)-2-chlorophenyl)-5-oxo-4,5-dihydro-1H-1,2,4-triazol-1-yl)benzoate hydrochloride (0.250 g, 0.5 mmol), cyclopropane carbonyl chloride (0.108 g, 1.0 mmol), DIPEA (2.0 mL), THF (10 mL) to afford 0.200 g of desired product. 1H NMR (300 MHz, DMSO d6): δ 1.05 (s, 2H), 1.60 (m, 2H), 3.14 (m, 1H), 3.87 (s, 3H), 4.33 (d, J=5.7 Hz, 2H), 7.41-7.61 (m, 4H), 8.11-8.17 (m, ...